This data is from the Open Reaction Database (ORD), a public repository of structured organic reaction records. The task is: describe an organic reaction: reactants, conditions, products, and yield Starting materials: C(C1=CC=CC=C1)OP(=O)(CC1CCCCC1)C[C@@H](CNC([C@H](C(C)C)NC([C@H](C(C)C)NC(=O)OC(C)(C)C)=O)=O)O ({(R)-3-[(S)-2-((S)-2-tert-Butoxycarbonylamino-3-methyl-butyrylamino)-3-methyl-butyrylamino]-2-hydroxy-propyl}-cyclohexylmethyl-phosphinic acid benzyl ester), C(=O)(OCC1=CC=CC=C1)N[C@@H](C(C)C)C(=O)O (N-Cbz-L-valine). Yields the product C(C1=CC=CC=C1)OP(=O)(CC1CCCCC1)C[C@@H](CNC([C@H](C(C)C)NC([C@H](C(C)C)NC([C@H](C(C)C)NC(=O)OCC1=CC=CC=C1)=O)=O)=O)O (((R)-3-{(S)-2-[(S)-2-((S)-2-Benzyloxycarbonylamino-3-methyl-butyrylamino)-3-methyl-butyrylamino]-3-methyl-butyrylamino}-2-hydroxy-propyl)-cyclohexylmethyl-phosphinic acid benzyl ester). Reaction SMILES: [CH2:1]([O:8][P:9]([CH2:18][C@H:19]([OH:43])[CH2:20][NH:21][C:22](=[O:42])[C@@H:23]([NH:27][C:28](=[O:41])[C@@H:29]([NH:33]C(OC(C)(C)C)=O)[CH:30]([CH3:32])[CH3:31])[CH:24]([CH3:26])[CH3:25])([CH2:11][CH:12]1[CH2:17][CH2:16][CH2:15][CH2:14][CH2:13]1)=[O:10])[C:2]1[CH:7]=[CH:6][CH:5]=[CH:4][CH:3]=1.[C:44]([NH:54][C@H:55]([C:59]([OH:61])=O)[CH:56]([CH3:58])[CH3:57])([O:46][CH2:47][C:48]1[CH:53]=[CH:52][CH:51]=[CH:50][CH:49]=1)=[O:45]>>[CH2:1]([O:8][P:9]([CH2:18][C@H:19]([OH:43])[CH2:20][NH:21][C:22](=[O:42])[C@@H:23]([NH:27][C:28](=[O:41])[C@@H:29]([NH:33][C:59](=[O:61])[C@@H:55]([NH:54][C:44]([O:46][CH2:47][C:48]1[CH:49]=[CH:50][CH:51]=[CH:52][CH:53]=1)=[O:45])[CH:56]([CH3:57])[CH3:58])[CH:30]([CH3:31])[CH3:32])[CH:24]([CH3:25])[CH3:26])([CH2:11][CH:12]1[CH2:13][CH2:14][CH2:15][CH2:16][CH2:17]1)=[O:10])[C:2]1[CH:3]=[CH:4][CH:5]=[CH:6][CH:7]=1. Procedure details: The resulting product from Step 1 was deprotected in a similar manner as Example 1, step 3, and the compound was used immediately and coupled to N-Cbz-L-valine in accordance with the procedures set forth in Example 12, Method B. The crude product was purified by gradient flash chromatography (methanol/methylene chloride) on a RediSep disposable column. 1H NMR (CD3Cl, 300 MHz): δ 7.45-7.25 (m, 10H), 6.0-5.85 (m, 1H), 5.18-4.92 (m, 4H), 4.50-4.33 (m, 2H), 4.31-4.04 (m, 2H), 3.43-3.26 (m, 2H), 2.25... The reactants are C([O-])([O-])=O.[K+].[K+] (potassium carbonate), C(C)(C)I (isopropyl iodide), N1=CNC(C2=C1NC=C2)=O (7H-pyrrolo[2,3-d]pyrimidin-4(3H)-one). Run in CN(C)C=O (DMF). Run at temperature 55 celsius, time 13 hour. The product is C(C)(C)N1C=NC2=C(C1=O)C=CN2 (3-Isopropyl-7H-pyrrolo[2,3-d]pyrimidin-4(3H)-one). Reaction SMILES: [N:1]1[C:6]2[NH:7][CH:8]=[CH:9][C:5]=2[C:4](=[O:10])[NH:3][CH:2]=1.C(=O)([O-])[O-].[K+].[K+].[CH:17](I)([CH3:19])[CH3:18]>CN(C=O)C>[CH:17]([N:3]1[C:4](=[O:10])[C:5]2[CH:9]=[CH:8][NH:7][C:6]=2[N:1]=[CH:2]1)([CH3:19])[CH3:18] |f:1.2.3|. Procedure: Under argon gas, 7H-pyrrolo[2,3-d]pyrimidin-4(3H)-one (1.0 g) was dissolved in DMF (35 ml) with warming. Then, anhydrous potassium carbonate (1.02 g) and isopropyl iodide (1.1 ml) were added and the mixture was stirred at 55° C. for 13 hours. The insoluble matter was filtered off and the solvent was distilled off under reduced pressure. The residue was purified by flash column chromatography (silica gel; hexane: ethyl acetate=4:1→1:1) to provide the title compound (110 mg). 1 H-NMR (CDCl3) δ: 1.... Starting materials: CC=1N=CC(=NC1)NC(OC(C)(C)C)=O (tert-butyl 5-methylpyrazin-2-ylcarbamate), C1CC(=O)N(C1=O)Br (NBS), CC(C)(C#N)N=NC(C)(C)C#N (AIBN). The solvent is C(Cl)(Cl)(Cl)Cl (CCl4). Reaction conditions: temperature 80 celsius, time 4 hour. Product: BrCC=1N=CC(=NC1)NC(OC(C)(C)C)=O (tert-butyl 5-(bromomethyl)pyrazin-2-ylcarbamate). Isolated yield 75.5%. Reaction SMILES: [CH3:1][C:2]1[N:3]=[CH:4][C:5]([NH:8][C:9](=[O:15])[O:10][C:11]([CH3:14])([CH3:13])[CH3:12])=[N:6][CH:7]=1.C1C(=O)N([Br:23])C(=O)C1.CC(N=NC(C#N)(C)C)(C#N)C>C(Cl)(Cl)(Cl)Cl>[Br:23][CH2:1][C:2]1[N:3]=[CH:4][C:5]([NH:8][C:9](=[O:15])[O:10][C:11]([CH3:12])([CH3:14])[CH3:13])=[N:6][CH:7]=1. Procedure details: To a solution tert-butyl 5-methylpyrazin-2-ylcarbamate (500 mg, 2.39 mmol) in CCl4 (8.0 mL) were added NBS (446 mg, 2.51 mmol) and AIBN (117 mg, 0.72 mmol). The reaction mixture was stirred for 4 hours at 80° C. after which, it was partitioned between CH2Cl2 and water. The organic layer was separated and the aqueous layer was extracted with CH2Cl2. The combined organic extracts were washed with brine, dried over MgSO4, celite filtered and concentrated under reduced pressure. The crude product wa... Starting materials: Cl (hydrogen chloride), C(C)(C)(C)C1=CC=C(C=C1)C=1N(N(C(C1C(=O)N1CCC(CC1)OCC(=O)OCC)=O)C1=CC=C(C=C1)C#N)C (3-(4-t-butylphenyl)-4-{[4-(ethoxycarbonylmethyloxy)-1-piperidinyl]carbonyl}-1-(4-cyanophenyl)-2-methyl-2H-pyrazol-5-one), C([O-])([O-])=O.[NH4+].[NH4+] (ammonium carbonate). Run in C(C)O (ethanol). Yields the product Cl.C(N)(=N)C1=CC=C(C=C1)N1N(C(=C(C1=O)C(=O)N1CCC(CC1)OCC(=O)OCC)C1=CC=C(C=C1)C(C)(C)C)C (1-(4-Amidinophenyl)-3-(4-t-butylphenyl)-4-{[4-(ethoxycarbonylmethyloxy)-1-piperidinyl]carbonyl}-2-methyl-2H-pyrazol-5-one monohydrochloride). As a reaction SMILES: [ClH:1].[C:2]([C:6]1[CH:11]=[CH:10][C:9]([C:12]2[N:13]([CH3:41])[N:14]([C:33]3[CH:38]=[CH:37][C:36]([C:39]#[N:40])=[CH:35][CH:34]=3)[C:15](=[O:32])[C:16]=2[C:17]([N:19]2[CH2:24][CH2:23][CH:22]([O:25][CH2:26][C:27]([O:29][CH2:30][CH3:31])=[O:28])[CH2:21][CH2:20]2)=[O:18])=[CH:8][CH:7]=1)([CH3:5])([CH3:4])[CH3:3].C(=O)([O-])[O-].[NH4+:46].[NH4+]>C(O)C>[ClH:1].[C:39]([C:36]1[CH:35]=[CH:34][C:33]([N:14]2[C:15](=[O:32])[C:16]([C:17]([N:19]3[CH2:20][CH2:21][CH:22]([O:25][CH2:26][C:27]([O:29][CH2:30][CH3:31])=[O:28])[CH2:23][CH2:24]3)=[O:18])=[C:12]([C:9]3[CH:8]=[CH:7][C:6]([C:2]([CH3:3])([CH3:4])[CH3:5])=[CH:11][CH:10]=3)[N:13]2[CH3:41])=[CH:38][CH:37]=1)(=[NH:46])[NH2:40] |f:2.3.4,6.7|. Reported procedure: Dry hydrogen chloride was introduced into a mixture of 1.19 g of 3-(4-t-butylphenyl)-4-{[4-(ethoxycarbonylmethyloxy)-1-piperidinyl]carbonyl}-1-(4-cyanophenyl)-2-methyl-2H-pyrazol-5-one and 15 ml of absolute ethanol under cooling with ice for 2 hours, and the mixture was stirred under cooling with ice for another 15 hours. 38.5 g of ammonium carbonate was added to adjust the pH to 7-8, and the reaction solution was stirred at room temperature for 22 hours. The precipitated insolubles were filtere... The reactants are CCC1C=C(C)CC(C)CC(OC)C2OC(O)(C(=O)C(=O)N3CCCCC3C(=O)OC(C(C)=CC3(O[SiH](C)C)CCC(O)C(C(C)(C)C)C3)C(C)CCC1=O)C(C)CC2OC, C=[N+]=[N-]. Yields the product CCC1C=C(C)CC(C)CC(OC)C2OC(O)(C(=O)C(=O)N3CCCCC3C(=O)OC(C(C)=CC3(O[SiH](C)C)CCC(OC)C(C(C)(C)C)C3)C(C)CCC1=O)C(C)CC2OC. Reaction SMILES: [CH2:1]([CH3:2])[CH:3]1[C:4](=[O:61])[CH2:5][CH2:6][CH:7]([CH3:60])[CH:8]([C:42](=[CH:43][C:44]2([O:55][SiH:56]([CH3:57])[CH3:58])[CH2:45][CH:46]([C:51]([CH3:52])([CH3:53])[CH3:54])[CH:47]([OH:50])[CH2:48][CH2:49]2)[CH3:59])[O:9][C:10](=[O:41])[CH:11]2[CH2:12][CH2:13][CH2:14][CH2:15][N:16]2[C:17](=[O:40])[C:18](=[O:39])[C:19]2([OH:38])[CH:20]([CH3:37])[CH2:21][CH:22]([O:35][CH3:36])[CH:23]([CH:24]([O:32][CH3:33])[CH2:25][CH:26]([CH3:31])[CH2:27][C:28]([CH3:30])=[CH:29]1)[O:34]2.[N+:62](=[N-:63])=[CH2:64]>>[CH2:1]([CH3:2])[CH:3]1[C:4](=[O:61])[CH2:5][CH2:6][CH:7]([CH3:60])[CH:8]([C:42](=[CH:43][C:44]2([O:55][SiH:56]([CH3:57])[CH3:58])[CH2:45][CH:46]([C:51]([CH3:52])([CH3:53])[CH3:54])[CH:47]([O:50][CH3:64])[CH2:48][CH2:49]2)[CH3:59])[O:9][C:10](=[O:41])[CH:11]2[CH2:12][CH2:13][CH2:14][CH2:15][N:16]2[C:17](=[O:40])[C:18](=[O:39])[C:19]2([OH:38])[CH:20]([CH3:37])[CH2:21][CH:22]([O:35][CH3:36])[CH:23]([CH:24]([O:32][CH3:33])[CH2:25][CH:26]([CH3:31])[CH2:27][C:28]([CH3:30])=[CH:29]1)[O:34]2.